Dataset: the Open Reaction Database (ORD), a public repository of structured organic reaction records. Task: describe an organic reaction: reactants, conditions, products, and yield Solvent: C(=O)(C(F)(F)F)O (TFA). Product: BrC1=CC=C(C=C1)C1=CC=NCC1 (4-(4-Bromophenyl)-5,6-dihydropyridine). RXN SMILES: [Br:1][C:2]1[CH:7]=[CH:6][C:5]([C:8]2(O)[CH2:13][CH2:12][NH:11][CH2:10][CH2:9]2)=[CH:4][CH:3]=1>C(O)(C(F)(F)F)=O>[Br:1][C:2]1[CH:7]=[CH:6][C:5]([C:8]2[CH2:13][CH2:12][N:11]=[CH:10][CH:9]=2)=[CH:4][CH:3]=1. The reactants are BrC1=CC=C(C=C1)C1(CCNCC1)O (4-(4-bromophenyl)piperidin-4-ol). Procedure details: A solution of 4-(4-bromophenyl)piperidin-4-ol (500 mg, 1.95 mmol) in TFA (4 mL) was heated to 90° C. for 2 h. The crude reaction mixture was concentrated under reduced pressure to dryness, to give a yellow solid (460 mg, used without further purification). MS ESI 237.9 [M+H]+, calcd for [C11H12BrN+H]+ 238.02. Reactants: [Cl-].[Li+] (lithium chloride), C(Cl)Cl (CH2Cl2), organozinc, BrC1=NC=C(C#N)C=C1 (6-bromonicotinonitrile), C(=O)(OC(C)(C)C)N1CC(C1)I (N-Boc-3-iodo azetidine). The reagents and catalysts are [Zn] (Zinc), C1=CC=C(C=C1)P([C-]2C=CC=C2)C3=CC=CC=C3.C1=CC=C(C=C1)P([C-]2C=CC=C2)C3=CC=CC=C3.Cl[Pd]Cl.[Fe+2] (Pd(dppf)Cl2), [Zn] (zinc). Solvent: C1CCOC1 (THF), C1CCOC1 (THF). Reaction conditions: temperature 80 celsius, time 20 minute. Yields the product C(#N)C=1C=CC(=NC1)C1CN(C1)C(=O)OC(C)(C)C (tert-butyl 3-(5-cyanopyridin-2-yl)azetidine-1-carboxylate). Yield: 16.5%. Reaction SMILES: [Cl-].[Li+].[C:3]([N:10]1[CH2:13][CH:12](I)[CH2:11]1)([O:5][C:6]([CH3:9])([CH3:8])[CH3:7])=[O:4].Br[C:16]1[CH:23]=[CH:22][C:19]([C:20]#[N:21])=[CH:18][N:17]=1.C(Cl)Cl>C1COCC1.[Zn].C1C=CC(P(C2C=CC=CC=2)[C-]2C=CC=C2)=CC=1.C1C=CC(P(C2C=CC=CC=2)[C-]2C=CC=C2)=CC=1.Cl[Pd]Cl.[Fe+2]>[C:20]([C:19]1[CH:22]=[CH:23][C:16]([CH:12]2[CH2:13][N:10]([C:3]([O:5][C:6]([CH3:9])([CH3:8])[CH3:7])=[O:4])[CH2:11]2)=[N:17][CH:18]=1)#[N:21] |f:0.1,7.8.9.10|. Procedure details: Zinc dust was purified by washing with HCl and dried thoroughly prior to use in this reaction. Zinc dust (325 mesh, 1.38 g, 21.2 mmol) and anhydrous lithium chloride (0.9 g, 21.2 mmol) were placed in a nitrogen-purged flask and freshly distilled THF (5.0 mL) was added, followed by 1,2-dibromoethane (0.2 mL). The reaction mixture was heated to 80° C. for 5 min and then cooled to room temperature. The process of heating and cooling was repeated for 2 times. Trimethylsilyl chloride (0.1 mL) was add... Reactants: CCOP(=O)(CC#N)OCC, C1CCOC1, CCOC(C)=O, COc1cc(C=O)ccc1-n1cnc(C)c1, [Li+], [OH-], O, O. The product is COc1cc(C=CC#N)ccc1-n1cnc(C)c1. As a reaction SMILES: [C:20](#[N:21])[CH2:22][P:23](=[O:24])([O:25][CH2:26][CH3:27])[O:28][CH2:29][CH3:30].[CH2:37]1[O:38][CH2:39][CH2:40][CH2:41]1.[CH3:31][CH2:32][O:33][C:34](=[O:35])[CH3:36].[CH3:4][O:5][c:6]1[cH:7][c:8]([CH:9]=[O:10])[cH:11][cH:12][c:13]1-[n:14]1[cH:15][n:16][c:17]([CH3:19])[cH:18]1.[Li+:3].[OH-:2].[OH2:1].[OH2:42]>>[CH3:4][O:5][c:6]1[cH:7][c:8]([CH:9]=[CH:22][C:20]#[N:21])[cH:11][cH:12][c:13]1-[n:14]1[cH:15][n:16][c:17]([CH3:19])[cH:18]1. Reactants: BrC(C(=O)OCCCCCCCCCCCC)C (dodecyl 2-bromopropanoate), C([O-])(O)=O.[Na+] (sodium bicarbonate), CN (mono methyl amine). Run in C(C)#N (acetonitrile). Run at temperature 27.5 celsius, time 3 hour. Product: CNC(C(=O)OCCCCCCCCCCCC)C (dodecyl 2-(methylamino)propanoate). The yield is 82.3%. Reaction SMILES: Br[CH:2]([CH3:18])[C:3]([O:5][CH2:6][CH2:7][CH2:8][CH2:9][CH2:10][CH2:11][CH2:12][CH2:13][CH2:14][CH2:15][CH2:16][CH3:17])=[O:4].C(=O)(O)[O-].[Na+].[CH3:24][NH2:25]>C(#N)C>[CH3:24][NH:25][CH:2]([CH3:18])[C:3]([O:5][CH2:6][CH2:7][CH2:8][CH2:9][CH2:10][CH2:11][CH2:12][CH2:13][CH2:14][CH2:15][CH2:16][CH3:17])=[O:4] |f:1.2|. Procedure: To a stirred solution of 59 (10 g, 31.2 mmol) in acetonitrile (20 mL) was added sodium bicarbonate (2.62 g, 31.2 mmol) and followed by mono methyl amine (40% in water) (30 mL, 3 vol) at 25-30° C. The reaction mixture was stirred for 3 hour at 25-30° C.; the reaction was monitored by TLC. The solid obtained in the reaction mixture was filtered under vacuum. The solvent was concentrated, diluted with ethyl acetate/water and stirred for 15 minutes at 25-30° C. The aqueous and organic layers were se... Reactants: S(C)(=O)(=O)[O-] (mesylate), C(C)(C)(C)OC(=O)N1[C@@H](C[C@@H](C1)OS(=O)(=O)C)C(NC1(CC1)C#N)=O ((2S,4S)-2-(1-cyano-cyclopropylcarbamoyl)-4-methanesulfonyloxy-pyrrolidine-1-carboxylic acid t-butyl ester), BrC1=CC(=C(C=C1)S)C(F)(F)F (4-bromo-2-trifluoromethyl-benzenethiol). Yields the product C(C)(C)(C)OC(=O)N1[C@@H](C[C@H](C1)SC1=C(C=C(C=C1)Br)C(F)(F)F)C(NC1(CC1)C#N)=O ((2S,4R)-4-(4-bromo-2-trifluoromethyl-phenylsulfanyl)-2-(1-cyano-cyclopropylcarbamoyl)-pyrrolidine-1-carboxylic acid t-butyl ester). As a reaction SMILES: S([O-])(=O)(=O)C.[C:6]([O:10][C:11]([N:13]1[CH2:17][C@@H:16](OS(C)(=O)=O)[CH2:15][C@H:14]1[C:23](=[O:30])[NH:24][C:25]1([C:28]#[N:29])[CH2:27][CH2:26]1)=[O:12])([CH3:9])([CH3:8])[CH3:7].[Br:31][C:32]1[CH:37]=[CH:36][C:35]([SH:38])=[C:34]([C:39]([F:42])([F:41])[F:40])[CH:33]=1>>[C:6]([O:10][C:11]([N:13]1[CH2:17][C@H:16]([S:38][C:35]2[CH:36]=[CH:37][C:32]([Br:31])=[CH:33][C:34]=2[C:39]([F:42])([F:40])[F:41])[CH2:15][C@H:14]1[C:23](=[O:30])[NH:24][C:25]1([C:28]#[N:29])[CH2:26][CH2:27]1)=[O:12])([CH3:8])([CH3:7])[CH3:9]. Reported procedure: The reaction of the mesylate from experiment A2 with 4-bromo-2-trifluoromethyl-benzenethiol yielded (2S,4R)-4-(4-bromo-2-trifluoromethyl-phenylsulfanyl)-2-(1-cyano-cyclopropylcarbamoyl)-pyrrolidine-1-carboxylic acid t-butyl ester as a colorless foam. MS: 436.2 and 434.2 [M+H-Boc]+. Reactants: BrC=1C=CC=2C3=C(C=NC2C1)N=C(N3CC(C)C)CCCC (7-Bromo-2-butyl-1-isobutyl-1H-imidazo[4,5-c]quinoline), COC1=C(C=CC(=C1)OC)B(O)O (2,4-dimethoxybenzeneboronic acid), C(CCC)C=1N(C2=C(C=NC=3C=C(C=CC23)C2=C(C=C(C=C2)OC)OC)N1)CC(C)C (2-butyl-7-(2,4-dimethoxyphenyl)-1-isobutyl-1H-imidazo[4,5-c]quinoline). Product: C(CCC)C=1N(C2=C(C(=NC=3C=C(C=CC23)C2=C(C=C(C=C2)OC)OC)N)N1)CC(C)C (2-butyl-7-(2,4-dimethoxyphenyl)-1-isobutyl-1H-imidazo[4,5-c]quinolin-4-amine). As a reaction SMILES: BrC1C=CC2C3N(CC(C)C)C(CCCC)=NC=3C=[N:9]C=2C=1.COC1C=C(OC)C=CC=1B(O)O.[CH2:36]([C:40]1[N:41]([CH2:63][CH:64]([CH3:66])[CH3:65])[C:42]2[C:51]3[CH:50]=[CH:49][C:48]([C:52]4[CH:57]=[CH:56][C:55]([O:58][CH3:59])=[CH:54][C:53]=4[O:60][CH3:61])=[CH:47][C:46]=3[N:45]=[CH:44][C:43]=2[N:62]=1)[CH2:37][CH2:38][CH3:39]>>[CH2:36]([C:40]1[N:41]([CH2:63][CH:64]([CH3:65])[CH3:66])[C:42]2[C:51]3[CH:50]=[CH:49][C:48]([C:52]4[CH:57]=[CH:56][C:55]([O:58][CH3:59])=[CH:54][C:53]=4[O:60][CH3:61])=[CH:47][C:46]=3[N:45]=[C:44]([NH2:9])[C:43]=2[N:62]=1)[CH2:37][CH2:38][CH3:39]. Procedure: 7-Bromo-2-butyl-1-isobutyl-1H-imidazo[4,5-c]quinoline and 2,4-dimethoxybenzeneboronic acid were coupled according to the general procedure described in Part J of Example 1. The resulting 2-butyl-7-(2,4-dimethoxyphenyl)-1-isobutyl-1H-imidazo[4,5-c]quinoline was oxidized and then aminated according to the general procedures described in Parts H and I of Example 1 and purified by chromatography on silica gel (8% methanol in CH2Cl2 to 10% methanol in CH2Cl2 gradient) followed by recrystallization fr... Reactants: BrC1=CC=CC(=N1)CON=C(C1=CC=CC=C1)C1=NN=NN1C (N-[(6-bromopyridin-2-yl)methoxy]-1-(1-methyl-1H-tetrazol-5-yl)-1-phenylmethanimine), C1(CCCCC1)/C=C/B(O)O ([(E)-2-cyclohexylvinyl]boronic acid), C(=O)([O-])[O-].[Na+].[Na+] (Na2CO3). The reagents and catalysts are C=1C=CC(=CC1)[P](C=2C=CC=CC2)(C=3C=CC=CC3)[Pd]([P](C=4C=CC=CC4)(C=5C=CC=CC5)C=6C=CC=CC6)([P](C=7C=CC=CC7)(C=8C=CC=CC8)C=9C=CC=CC9)[P](C=1C=CC=CC1)(C=1C=CC=CC1)C=1C=CC=CC1 (Tetrakis(triphenylphosphine)palladium). Solvent: C1(=CC=CC=C1)C.C(C)O.O (toluene ethanol water). Reaction conditions: temperature 90 celsius. Product: C1(CCCCC1)/C=C/C1=CC=CC(=N1)CON=C(C1=CC=CC=C1)C1=NN=NN1C (N-({6-[(E)-2-cyclohexylvinyl]pyridin-2-yl}methoxy)-1-(1-methyl-1H-tetrazol-5-yl)-1-phenylmethanimine). The yield is 71.8%. Reaction SMILES: Br[C:2]1[N:7]=[C:6]([CH2:8][O:9][N:10]=[C:11]([C:18]2[N:22]([CH3:23])[N:21]=[N:20][N:19]=2)[C:12]2[CH:17]=[CH:16][CH:15]=[CH:14][CH:13]=2)[CH:5]=[CH:4][CH:3]=1.[CH:24]1(/[CH:30]=[CH:31]/B(O)O)[CH2:29][CH2:28][CH2:27][CH2:26][CH2:25]1.C([O-])([O-])=O.[Na+].[Na+]>C1C=CC([P]([Pd]([P](C2C=CC=CC=2)(C2C=CC=CC=2)C2C=CC=CC=2)([P](C2C=CC=CC=2)(C2C=CC=CC=2)C2C=CC=CC=2)[P](C2C=CC=CC=2)(C2C=CC=CC=2)C2C=CC=CC=2)(C2C=CC=CC=2)C2C=CC=CC=2)=CC=1.C1(C)C=CC=CC=1.C(O)C.O>[CH:24]1(/[CH:30]=[CH:31]/[C:2]2[N:7]=[C:6]([CH2:8][O:9][N:10]=[C:11]([C:18]3[N:22]([CH3:23])[N:21]=[N:20][N:19]=3)[C:12]3[CH:17]=[CH:16][CH:15]=[CH:14][CH:13]=3)[CH:5]=[CH:4][CH:3]=2)[CH2:29][CH2:28][CH2:27][CH2:26][CH2:25]1 |f:2.3.4,6.7.8,^1:44,46,65,84|. Procedure details: In a dried and purged vessel were added N-[(6-bromopyridin-2-yl)methoxy]-1-(1-methyl-1H-tetrazol-5-yl)-1-phenylmethanimine (0.2 g, 0.536 mmol, 1 eq.), [(E)-2-cyclohexylvinyl]boronic acid (0.090 g, 0.58 mmol, 1.1 eq.), Na2CO3 (0.119 g, 1.12 mmol, 2.1 eq.) and Tetrakis(triphenylphosphine)palladium (0.030 g, 0.027 mmol, 0.05 eq.). A mixture of solvent was added toluene/ethanol/water (4/1/1) was added and the vessel purged with argon and sealed. The reaction was heated to 90° C. for 6 hrs. After coo...